The task is: describe an organic reaction: reactants, conditions, products, and yield. This data is from the Open Reaction Database (ORD), a public repository of structured organic reaction records. Reaction conditions: temperature 100 celsius, time 1.5 hour. Yields the product ClC=1C=CC=2N=C(C=C(B3OC(C)(C)C(O3)(C)C)C2C1)C. The solvent is O(C)C(C)(C)C. The yield is 79.0%. Procedure details: General procedure A was applied to 2-methyl-6-chloroquinoline (177 mg, 1.00mmol). Purification by silica gel  flash-column  chromatography  with  gradient  elution  of  MeOH/DCM  from  0.5 -12.5%  over  25  column volumes,  affording 6-chloro-2-methyl-4-(4,4,5,5-tetramethyl-[1,3,2]dioxaborolan-2-yl)quinoline  as  a  white solid (239 mg, 79%); m.p.105 -106 °C; The reactants are ClC=1C=CC=2N=C(C=CC2C1)C. Reagents/catalysts: O1B(OC(C)(C)C1(C)C)B2OC(C)(C)C(O2)(C)C, N=1C=CC(=CC1C=2N=CC=C(C2)C(C)(C)C)C(C)(C)C, C[OH2+].C[OH2+].C1CC=CCCC=C1.C1CC=CCCC=C1.[Ir].[Ir].